describe an organic reaction: reactants, conditions, products, and yield From a dataset of the Open Reaction Database (ORD), a public repository of structured organic reaction records. The product is Nc1ccc2c(c1)CCO2. RXN SMILES: [CH3:15][OH:16].[Cl:17][CH2:18][Cl:19].[H:13][H:14].[N+:1]([O-:2])(=[O:3])[c:4]1[cH:5][cH:6][c:7]2[c:8]([cH:12]1)[CH2:9][CH2:10][O:11]2>>[NH2:1][c:4]1[cH:5][cH:6][c:7]2[c:8]([cH:12]1)[CH2:9][CH2:10][O:11]2. The reactants are CO, ClCCl, [H][H], O=[N+]([O-])c1ccc2c(c1)CCO2. The reactants are FC=1C=C(C(=O)NC2=CC=C(C3=CC=CC=C23)OC2=NC(=NC=C2)S(=O)(=O)C)C=C(C1)N1CCOCC1 (3-fluoro-N-(4-{[2-(methylsulfonyl)pyrimidin-4-yl]oxy}-1-naphthyl)-5-morpholin-4-ylbenzamide), O1C(CCC1)CN (C-(tetrahydro-furan-2-yl)-methylamine). Product: FC=1C=C(C(=O)NC2=CC=C(C3=CC=CC=C23)OC2=NC(=NC=C2)NCC2OCCC2)C=C(C1)N1CCOCC1 (3-Fluoro-5-morpholin-4-yl-N-[4-({2-[(tetrahydrofuran-2-ylmethyl)amino]pyrimidin-4-yl}oxy)-1-naphthyl]benzamide). RXN SMILES: [F:1][C:2]1[CH:3]=[C:4]([CH:29]=[C:30]([N:32]2[CH2:37][CH2:36][O:35][CH2:34][CH2:33]2)[CH:31]=1)[C:5]([NH:7][C:8]1[C:17]2[C:12](=[CH:13][CH:14]=[CH:15][CH:16]=2)[C:11]([O:18][C:19]2[CH:24]=[CH:23][N:22]=[C:21](S(C)(=O)=O)[N:20]=2)=[CH:10][CH:9]=1)=[O:6].[O:38]1[CH2:42][CH2:41][CH2:40][CH:39]1[CH2:43][NH2:44]>>[F:1][C:2]1[CH:3]=[C:4]([CH:29]=[C:30]([N:32]2[CH2:37][CH2:36][O:35][CH2:34][CH2:33]2)[CH:31]=1)[C:5]([NH:7][C:8]1[C:17]2[C:12](=[CH:13][CH:14]=[CH:15][CH:16]=2)[C:11]([O:18][C:19]2[CH:24]=[CH:23][N:22]=[C:21]([NH:44][CH2:43][CH:39]3[CH2:40][CH2:41][CH2:42][O:38]3)[N:20]=2)=[CH:10][CH:9]=1)=[O:6]. Reported procedure: Compound is prepared from 3-fluoro-N-(4-{[2-(methylsulfonyl)pyrimidin-4-yl]oxy}-1-naphthyl)-5-morpholin-4-ylbenzamide and C-(tetrahydro-furan-2-yl)-methylamine according to conditions described in general procedure C. The reactants are OC=1C=C2C(=C(CC2=CC1)C)CC(=O)OC (methyl 5-hydroxy-2-methyl-3-indenylacetate), COC1=C(C=O)C(=CC(=C1)OC)OC (2,4,6-trimethoxybenzaldehyde). Yields the product OC=1C=C2C(=C(C(C2=CC1)=CC1=C(C=C(C=C1OC)OC)OC)C)CC(=O)O (5-hydroxy-2-methyl-1-(2,4,6-trimethoxybenzylidene)-3-indenyl-acetic acid). As a reaction SMILES: [OH:1][C:2]1[CH:3]=[C:4]2[C:8](=[CH:9][CH:10]=1)[CH2:7][C:6]([CH3:11])=[C:5]2[CH2:12][C:13]([O:15]C)=[O:14].[CH3:17][O:18][C:19]1[CH:26]=[C:25]([O:27][CH3:28])[CH:24]=[C:23]([O:29][CH3:30])[C:20]=1[CH:21]=O>>[OH:1][C:2]1[CH:3]=[C:4]2[C:8](=[CH:9][CH:10]=1)[C:7](=[CH:21][C:20]1[C:19]([O:18][CH3:17])=[CH:26][C:25]([O:27][CH3:28])=[CH:24][C:23]=1[O:29][CH3:30])[C:6]([CH3:11])=[C:5]2[CH2:12][C:13]([OH:15])=[O:14]. Procedure details: The reaction of Example 13(D) is repeated except that the starting materials are methyl 5-hydroxy-2-methyl-3-indenylacetate and 2,4,6-trimethoxybenzaldehyde. With the same reaction conditions and techniques, 5-hydroxy-2-methyl-1-(2,4,6-trimethoxybenzylidene)-3-indenyl-acetic acid is obtained. (R and R1 =H, R2 =OH, R3 and R4 =H, R5, R6 and R7 =OCH3, R8 =CH3, o=1, M=OH) Reactants: O (water), C(COCCOCCOCCO)O (tetraethylene glycol), N1=CC=CC=C1 (pyridine), C1(=CC=C(C=C1)S(=O)(=O)Cl)C (p-toluenesulphonyl chloride). Solvent: C(Cl)Cl (methylene chloride), C(Cl)Cl (methylene chloride). Run at time 5 hour. Product: S(=O)(=O)(C1=CC=C(C)C=C1)OCCOCCOCCOCCO (tetraethylene glycol monotosylate). The yield is 49.0%. As a reaction SMILES: [CH2:1]([OH:13])[CH2:2][O:3][CH2:4][CH2:5][O:6][CH2:7][CH2:8][O:9][CH2:10][CH2:11][OH:12].N1C=CC=CC=1.[C:20]1([CH3:30])[CH:25]=[CH:24][C:23]([S:26](Cl)(=[O:28])=[O:27])=[CH:22][CH:21]=1.O>C(Cl)Cl>[S:26]([O:12][CH2:11][CH2:10][O:9][CH2:8][CH2:7][O:6][CH2:5][CH2:4][O:3][CH2:2][CH2:1][OH:13])([C:23]1[CH:24]=[CH:25][C:20]([CH3:30])=[CH:21][CH:22]=1)(=[O:28])=[O:27]. Procedure details: A cold (0°) solution of 23.3 g of tetraethylene glycol and 19 g of pyridine in 100 ml of methylene chloride, is treated portionwise while stirring vigorously with a total of 19 g of p-toluenesulphonyl chloride. After completion of the addition the mixture is stirred at room temperature for a further 5 hours. 200 ml of methylene chloride and 100 ml of water are then added thereto and the organic phase is separated. The organic phase is washed successively with 100 ml of 2N hydrochloric acid, 100 ... The reactants are C(C)OC(=O)C=1N=C2N(C3=CC(=CC=C3C(=C2)C2=CC=CC=C2)I)C1 (8-Iodo-5-phenyl-imidazo[1,2-a]quinoline-2-carboxylic acid ethyl ester), C(C)C(COC(CCS)=O)CCCC (3-mercaptopropionic acid 2-ethylhexyl ester), C1(=CC=CC=C1)P(C1=CC=CC=2C(C3=CC=CC(=C3OC12)P(C1=CC=CC=C1)C1=CC=CC=C1)(C)C)C1=CC=CC=C1 (4,5-bis(diphenylphosphino)-9,9-dimethylxanthene), CCN(C(C)C)C(C)C (iPr2NEt). Reagents/catalysts: C=1C=CC(=CC1)/C=C/C(=O)/C=C/C2=CC=CC=C2.C=1C=CC(=CC1)/C=C/C(=O)/C=C/C2=CC=CC=C2.C=1C=CC(=CC1)/C=C/C(=O)/C=C/C2=CC=CC=C2.[Pd].[Pd] (Pd2dba3). The solvent is O1CCOCC1 (1,4-dioxane). Run at temperature 60 celsius. The product is C(C)C(COC(CCSC1=CC=C2C(=CC=3N(C2=C1)C=CN3)C3=CC=CC=C3)=O)CCCC (3-(5-Phenyl-imidazo[1,2-a]quinolin-8-ylsulfanyl)-propionic acid 2-ethyl-hexyl ester). As a reaction SMILES: C(OC([C:6]1[N:7]=[C:8]2[CH:17]=[C:16]([C:18]3[CH:23]=[CH:22][CH:21]=[CH:20][CH:19]=3)[C:15]3[C:10](=[CH:11][C:12](I)=[CH:13][CH:14]=3)[N:9]2[CH:25]=1)=O)C.[CH2:26]([CH:28]([CH2:36][CH2:37][CH2:38][CH3:39])[CH2:29][O:30][C:31](=[O:35])[CH2:32][CH2:33][SH:34])[CH3:27].C1(P(C2C=CC=CC=2)C2C3OC4C(=CC=CC=4P(C4C=CC=CC=4)C4C=CC=CC=4)C(C)(C)C=3C=CC=2)C=CC=CC=1.CCN(C(C)C)C(C)C>O1CCOCC1.C1C=CC(/C=C/C(/C=C/C2C=CC=CC=2)=O)=CC=1.C1C=CC(/C=C/C(/C=C/C2C=CC=CC=2)=O)=CC=1.C1C=CC(/C=C/C(/C=C/C2C=CC=CC=2)=O)=CC=1.[Pd].[Pd]>[CH2:26]([CH:28]([CH2:36][CH2:37][CH2:38][CH3:39])[CH2:29][O:30][C:31](=[O:35])[CH2:32][CH2:33][S:34][C:12]1[CH:11]=[C:10]2[C:15]([C:16]([C:18]3[CH:23]=[CH:22][CH:21]=[CH:20][CH:19]=3)=[CH:17][C:8]3[N:9]2[CH:25]=[CH:6][N:7]=3)=[CH:14][CH:13]=1)[CH3:27] |f:5.6.7.8.9|. Procedure details: 1v (900 mg, 2.4 mmol), 3-mercaptopropionic acid 2-ethylhexyl ester (660 mg, 3.0 mmol), Pd2dba3 (69 mg, 0.08 mmol), 4,5-bis(diphenylphosphino)-9,9-dimethylxanthene (87 mg, 0.15 mmol), and iPr2NEt (1.1 mL, 6.0 mmol) were dissolved in 1,4-dioxane (15 mL) and degassed with N2 for 10 minutes. The mixture was heated at 60° C. for 1.5 hours, then cooled to room temperature and concentrated. The residue was purified by silica gel chromatography (0-100% EtOAc in hexanes) to give the desired product, 1x. Reactants: CC(C)C(=O)Nc1cccc(C2CCN(CCC(O)c3ccc(F)cc3)CC2)c1, Oc1cc(F)ccc1F. The product is CC(C)C(=O)Nc1cccc(C2CCN(CCC(Oc3cc(F)ccc3F)c3ccc(F)cc3)CC2)c1. RXN SMILES: [F:1][c:2]1[cH:3][cH:4][c:5]([CH:8]([CH2:9][CH2:10][N:11]2[CH2:12][CH2:13][CH:14]([c:17]3[cH:18][c:19]([NH:23][C:24]([CH:25]([CH3:26])[CH3:27])=[O:28])[cH:20][cH:21][cH:22]3)[CH2:15][CH2:16]2)[OH:29])[cH:6][cH:7]1.[F:30][c:31]1[c:32]([OH:38])[cH:33][c:34]([F:37])[cH:35][cH:36]1>>[F:1][c:2]1[cH:3][cH:4][c:5]([CH:8]([CH2:9][CH2:10][N:11]2[CH2:12][CH2:13][CH:14]([c:17]3[cH:18][c:19]([NH:23][C:24]([CH:25]([CH3:26])[CH3:27])=[O:28])[cH:20][cH:21][cH:22]3)[CH2:15][CH2:16]2)[O:29][c:32]2[c:31]([F:30])[cH:36][cH:35][c:34]([F:37])[cH:33]2)[cH:6][cH:7]1. Starting materials: C(C)O[C@@H]1[C@H](C[C@@H]2CC[C@H]3[C@@H]4CC[C@H](C(C)=O)[C@]4(CC([C@@H]3[C@]2(C1)C)=O)C)O (2β-Ethoxy-3α-hydroxy-5α-pregnane-11,20-dione), N1=CC=CC=C1 (pyridine), C(C)(=O)OC(C)=O (acetic anhydride). Run in C(Cl)Cl (methylene chloride), C(Cl)Cl (methylene chloride). Run at time 24 hour. Yields the product C(C)(=O)O[C@H]1C[C@@H]2CC[C@H]3[C@@H]4CC[C@H](C(C)=O)[C@]4(CC([C@@H]3[C@]2(C[C@@H]1OCC)C)=O)C (3α-Acetoxy-2β-ethoxy-5α-pregnane-11,20-dione). RXN SMILES: [CH2:1]([O:3][C@H:4]1[CH2:23][C@@:22]2([CH3:24])[C@@H:7]([CH2:8][CH2:9][C@@H:10]3[C@@H:21]2[C:20](=[O:25])[CH2:19][C@@:18]2([CH3:26])[C@H:11]3[CH2:12][CH2:13][C@@H:14]2[C:15](=[O:17])[CH3:16])[CH2:6][C@@H:5]1[OH:27])[CH3:2].N1C=CC=CC=1.[C:34](OC(=O)C)(=[O:36])[CH3:35]>C(Cl)Cl>[C:34]([O:27][C@@H:5]1[C@@H:4]([O:3][CH2:1][CH3:2])[CH2:23][C@@:22]2([CH3:24])[C@@H:7]([CH2:8][CH2:9][C@@H:10]3[C@@H:21]2[C:20](=[O:25])[CH2:19][C@@:18]2([CH3:26])[C@H:11]3[CH2:12][CH2:13][C@@H:14]2[C:15](=[O:17])[CH3:16])[CH2:6]1)(=[O:36])[CH3:35]. Procedure details: 2β-Ethoxy-3α-hydroxy-5α-pregnane-11,20-dione (500 mg.) in dry methylene chloride (5 ml.) at 0° was treated with pyridine (2.0 ml.) and acetic anhydride (2.0 ml.). After 24 hours, methylene chloride was added, and the solution was washed with dilute hydrochloric acid and with water. It was then dried over sodium sulphate and evaporated to an oil. The title compound (350 mg.) was obtained as a colourless foam, [α]D + 132°. Starting materials: CS(=O)[O-], CNCCNC, CS(C)=O, CCOC(C)=O, [Cu+2], CNC(=O)c1cccc2nc(C(C)Nc3ncnc(N)c3I)n(C3CC3)c12, [Na+], O=S(=O)([O-])C(F)(F)F, O=S(=O)([O-])C(F)(F)F. The product is CNC(=O)c1cccc2nc(C(C)Nc3ncnc(N)c3S(C)(=O)=O)n(C3CC3)c12. As a reaction SMILES: [CH3:1][S:2](=[O:3])[O-:4].[CH3:33][NH:34][CH2:35][CH2:36][NH:37][CH3:38].[CH3:39][S:40]([CH3:41])=[O:42].[CH3:43][CH2:44][O:45][C:46]([CH3:47])=[O:48].[Cu+2:57].[NH2:6][c:7]1[c:8]([I:32])[c:9]([NH:13][CH:14]([CH3:15])[c:16]2[n:17][c:18]3[c:19]([n:20]2[CH:21]2[CH2:22][CH2:23]2)[c:24]([C:28](=[O:29])[NH:30][CH3:31])[cH:25][cH:26][cH:27]3)[n:10][cH:11][n:12]1.[Na+:5].[S:49]([O-:50])([C:51]([F:52])([F:53])[F:54])(=[O:55])=[O:56].[S:58]([O-:59])([C:60]([F:61])([F:62])[F:63])(=[O:64])=[O:65]>>[CH3:1][S:2](=[O:3])(=[O:4])[c:8]1[c:7]([NH2:6])[n:12][cH:11][n:10][c:9]1[NH:13][CH:14]([CH3:15])[c:16]1[n:17][c:18]2[c:19]([n:20]1[CH:21]1[CH2:22][CH2:23]1)[c:24]([C:28](=[O:29])[NH:30][CH3:31])[cH:25][cH:26][cH:27]2.